From a dataset of the Open Reaction Database (ORD), a public repository of structured organic reaction records. describe an organic reaction: reactants, conditions, products, and yield Reaction SMILES: [CH3:31][C:32](=[O:33])[CH3:34].[N+:1](=[O:2])([O-:3])[c:4]1[cH:5][cH:6][c:7]([CH:8]=[CH:9][C:10](=[O:11])[Cl:12])[cH:13][cH:14]1.[OH:15][c:16]1[cH:17][cH:18][c:19]([N+:22]([O-:23])=[O:24])[cH:20][cH:21]1.[cH:25]1[cH:26][cH:27][n:28][cH:29][cH:30]1>>[N+:1](=[O:2])([O-:3])[c:4]1[cH:5][cH:6][c:7]([CH:8]=[CH:9][C:10](=[O:11])[O:15][c:16]2[cH:17][cH:18][c:19]([N+:22]([O-:23])=[O:24])[cH:20][cH:21]2)[cH:13][cH:14]1. Reactants: CC(C)=O, O=C(Cl)C=Cc1ccc([N+](=O)[O-])cc1, O=[N+]([O-])c1ccc(O)cc1, c1ccncc1. Yields the product O=C(C=Cc1ccc([N+](=O)[O-])cc1)Oc1ccc([N+](=O)[O-])cc1. Reactants: ClC(Cl)Cl, Fc1ccc(OC(F)F)c(Cl)c1, O, O=[N+]([O-])O, O=S(=O)(O)O. Product: O=[N+]([O-])c1cc(OC(F)F)c(Cl)cc1F. RXN SMILES: [CH:23]([Cl:24])([Cl:25])[Cl:26].[Cl:10][c:11]1[c:12]([O:18][CH:19]([F:20])[F:21])[cH:13][cH:14][c:15]([F:17])[cH:16]1.[OH2:22].[OH:1][N+:2]([O-:3])=[O:4].[S:5](=[O:6])(=[O:7])([OH:8])[OH:9]>>[O-:1][N+:2](=[O:4])[c:14]1[cH:13][c:12]([O:18][CH:19]([F:20])[F:21])[c:11]([Cl:10])[cH:16][c:15]1[F:17]. Starting materials: ClC(COC(=O)NC(=S)N)(Cl)Cl (N-(β,β,β-trichloroethoxycarbonyl)thiourea), C(C)(=O)NC(C(=O)OCC)C(CBr)=O (ethyl α-acetamido-β-oxo-γ-bromobutyrate), CN(C1=CC=CC=C1)C (N,N-dimethylaniline). Solvent: C(C)O (ethanol). Run at time 24 hour. Product: C(C)(=O)NC(C(=O)OCC)C=1N=C(SC1)NC(=O)OCC(Cl)(Cl)Cl (ethyl α-acetamido-2-(β,β,β-trichloroethoxycarbonylamino)thiazol-4-ylacetate). As a reaction SMILES: [Cl:1][C:2]([Cl:12])([Cl:11])[CH2:3][O:4][C:5]([NH:7][C:8]([NH2:10])=[S:9])=[O:6].[C:13]([NH:16][CH:17]([C:23](=O)[CH2:24]Br)[C:18]([O:20][CH2:21][CH3:22])=[O:19])(=[O:15])[CH3:14].CN(C)C1C=CC=CC=1>C(O)C>[C:13]([NH:16][CH:17]([C:23]1[N:10]=[C:8]([NH:7][C:5]([O:4][CH2:3][C:2]([Cl:1])([Cl:11])[Cl:12])=[O:6])[S:9][CH:24]=1)[C:18]([O:20][CH2:21][CH3:22])=[O:19])(=[O:15])[CH3:14]. Reported procedure: To a solution of 2.51 g. of N-(β,β,β-trichloroethoxycarbonyl)thiourea and 2.66 g. of ethyl α-acetamido-β-oxo-γ-bromobutyrate in 50 ml. of ethanol is added 1.8 g. of N,N-dimethylaniline. The mixture is stirred for 24 hours at room temperature, and condensed under reduced pressure. The residue is dissolved in 30 ml. chloroform and the solution is washed with 3 N-HCl, water, and dried. The solid matter which is obtained by removal of chloroform is purified by silica gel chromatography to give ethyl... The reactants are CC[N+](CC)(CC)Cc1ccccc1, COS(=O)(=O)OC, Cc1csc(C)c1NCc1nnc(S)n1C, Cc1ccccc1, [Cl-], [Na+], [OH-]. The product is CSc1nnc(CNc2c(C)csc2C)n1C. RXN SMILES: [CH2:27]([N+:28]([CH2:29][CH3:30])([CH2:31][CH3:32])[CH2:33][c:34]1[cH:35][cH:36][cH:37][cH:38][cH:39]1)[CH3:40].[CH3:19][O:20][S:21]([O:22][CH3:23])(=[O:24])=[O:25].[CH3:1][c:2]1[s:3][cH:4][c:5]([CH3:16])[c:6]1[NH:7][CH2:8][c:9]1[n:10][n:11][c:12]([SH:15])[n:13]1[CH3:14].[CH3:41][c:42]1[cH:43][cH:44][cH:45][cH:46][cH:47]1.[Cl-:26].[Na+:18].[OH-:17]>>[CH3:1][c:2]1[s:3][cH:4][c:5]([CH3:16])[c:6]1[NH:7][CH2:8][c:9]1[n:10][n:11][c:12]([S:15][CH3:19])[n:13]1[CH3:14]. Starting materials: Cc1c([N+](=O)[O-])cc(NC(=O)OC(C)(C)C)cc1[N+](=O)[O-], O=C(O)C(F)(F)F. Yields the product Cc1c([N+](=O)[O-])cc(N)cc1[N+](=O)[O-]. Reaction SMILES: [C:1]([O:2][C:3](=[O:4])[NH:8][c:9]1[cH:10][c:11]([N+:19](=[O:20])[O-:21])[c:12]([CH3:18])[c:13]([N+:15](=[O:16])[O-:17])[cH:14]1)([CH3:5])([CH3:6])[CH3:7].[OH:22][C:23]([C:24]([F:25])([F:26])[F:27])=[O:28]>>[NH2:8][c:9]1[cH:10][c:11]([N+:19](=[O:20])[O-:21])[c:12]([CH3:18])[c:13]([N+:15](=[O:16])[O-:17])[cH:14]1. Reactants: ClC1=NC(=NC(=C1)O[C@@H](C(F)(F)F)C1=C(C=C(C=C1)Cl)N1N=C(C=C1)C)N1CCC2(CC(N(C2)C(=O)OCC2=CC=CC=C2)C(=O)OCC)CC1 (2-benzyl 3-ethyl 8-(4-chloro-6-((R)-1-(4-chloro-2-(3-methyl-1H-pyrazol-1-yl)phenyl)-2,2,2-trifluoroethoxy)pyrimidin-2-yl)-2,8-diazaspiro[4.5]decane-2,3-dicarboxylate), by-product, C1(=CC=CC=C1)O (phenol), C(=O)([O-])[O-].[Cs+].[Cs+] (Cs2CO3). The solvent is O1CCOCC1 (1,4-dioxane), O (water). Conditions: temperature 80 celsius. Product: ClC1=CC(=C(C=C1)[C@H](C(F)(F)F)OC1=NC(=NC(=C1)OC1=CC=CC=C1)N1CCC2(CC(N(C2)C(=O)OCC2=CC=CC=C2)C(=O)OCC)CC1)N1N=C(C=C1)C (2-benzyl 3-ethyl 8-(4-((R)-1-(4-chloro-2-(3-methyl-1H-pyrazol-1-yl)phenyl)-2,2,2-trifluoroethoxy)-6-phenoxypyrimidin-2-yl)-2,8-diazaspiro[4.5]decane-2,3-dicarboxylate). RXN SMILES: Cl[C:2]1[CH:7]=[C:6]([O:8][C@H:9]([C:14]2[CH:19]=[CH:18][C:17]([Cl:20])=[CH:16][C:15]=2[N:21]2[CH:25]=[CH:24][C:23]([CH3:26])=[N:22]2)[C:10]([F:13])([F:12])[F:11])[N:5]=[C:4]([N:27]2[CH2:51][CH2:50][C:30]3([CH2:34][N:33]([C:35]([O:37][CH2:38][C:39]4[CH:44]=[CH:43][CH:42]=[CH:41][CH:40]=4)=[O:36])[CH:32]([C:45]([O:47][CH2:48][CH3:49])=[O:46])[CH2:31]3)[CH2:29][CH2:28]2)[N:3]=1.[C:52]1([OH:58])[CH:57]=[CH:56][CH:55]=[CH:54][CH:53]=1.C([O-])([O-])=O.[Cs+].[Cs+]>O1CCOCC1.O>[Cl:20][C:17]1[CH:18]=[CH:19][C:14]([C@@H:9]([O:8][C:6]2[CH:7]=[C:2]([O:58][C:52]3[CH:57]=[CH:56][CH:55]=[CH:54][CH:53]=3)[N:3]=[C:4]([N:27]3[CH2:51][CH2:50][C:30]4([CH2:34][N:33]([C:35]([O:37][CH2:38][C:39]5[CH:40]=[CH:41][CH:42]=[CH:43][CH:44]=5)=[O:36])[CH:32]([C:45]([O:47][CH2:48][CH3:49])=[O:46])[CH2:31]4)[CH2:29][CH2:28]3)[N:5]=2)[C:10]([F:12])([F:11])[F:13])=[C:15]([N:21]2[CH:25]=[CH:24][C:23]([CH3:26])=[N:22]2)[CH:16]=1 |f:2.3.4|. Procedure: To a solution of 2-benzyl 3-ethyl 8-(4-chloro-6-((R)-1-(4-chloro-2-(3-methyl-1H-pyrazol-1-yl)phenyl)-2,2,2-trifluoroethoxy)pyrimidin-2-yl)-2,8-diazaspiro[4.5]decane-2,3-dicarboxylate (by-product from Step 3, Example 30a) (250 mg, 0.347 mmol) in 1,4-dioxane (9.0 mL) was added phenol (1.00 g, 10.6 mmol) and Cs2CO3 (3.65 g, 11.2 mmol). The reaction was heated at 80° C. for 12 h, then cooled to RT diluted with water, and extracted with EtOAc. The combined organic layers were dried over Na2SO4, filte... Starting materials: [Al+3], Cc1c(O)cccc1O, [Cl-], [Cl-], [Cl-], Cl, O=[N+]([O-])c1ccccc1, O=C1OC(=O)c2ccccc21. Product: Cc1c(O)ccc(C(=O)c2ccccc2C(=O)O)c1O. Reaction SMILES: [Al+3:22].[CH3:1][c:2]1[c:3]([OH:4])[cH:5][cH:6][cH:7][c:8]1[OH:9].[Cl-:21].[Cl-:23].[Cl-:24].[ClH:25].[O-:26][N+:27]([c:28]1[cH:29][cH:30][cH:31][cH:32][cH:33]1)=[O:34].[O:10]=[C:11]1[O:12][C:13](=[O:14])[c:15]2[cH:16][cH:17][cH:18][cH:19][c:20]21>>[CH3:1][c:2]1[c:3]([OH:4])[cH:5][cH:6][c:7]([C:13](=[O:14])[c:15]2[cH:16][cH:17][cH:18][cH:19][c:20]2[C:11](=[O:10])[OH:12])[c:8]1[OH:9]. The reactants are CC(NCCCc1cccc(C(F)(F)F)c1)c1cccc2ccccc12, ClC(Cl)Cl. Product: CC(NCCCc1cccc(C(F)(F)F)c1)c1cccc2ccccc12, Cl. RXN SMILES: [CH3:1][CH:2]([NH:3][CH2:4][CH2:5][CH2:6][c:7]1[cH:8][cH:9][cH:10][c:11]([C:13]([F:14])([F:15])[F:16])[cH:12]1)[c:17]1[cH:18][cH:19][cH:20][c:21]2[cH:22][cH:23][cH:24][cH:25][c:26]12.[CH:27]([Cl:28])([Cl:29])[Cl:30]>>[CH3:1][CH:2]([NH:3][CH2:4][CH2:5][CH2:6][c:7]1[cH:8][cH:9][cH:10][c:11]([C:13]([F:14])([F:15])[F:16])[cH:12]1)[c:17]1[cH:18][cH:19][cH:20][c:21]2[cH:22][cH:23][cH:24][cH:25][c:26]12.[ClH:28].